This data is from the Open Reaction Database (ORD), a public repository of structured organic reaction records. The task is: describe an organic reaction: reactants, conditions, products, and yield Starting materials: FC1=CC=C(CNC2=NC=CC=C2[N+](=O)[O-])C=C1 (2-(4-fluorobenzylamino)-3-nitropyridine). The reagents and catalysts are [Pd] (Pd/C). Solvent: CO (methanol). Reaction conditions: time 5 hour. The product is FC1=CC=C(CNC2=NC=CC=C2N)C=C1 (N2-(4-Fluorobenzyl)pyridine-2,3-diamine). Reaction SMILES: [F:1][C:2]1[CH:18]=[CH:17][C:5]([CH2:6][NH:7][C:8]2[C:13]([N+:14]([O-])=O)=[CH:12][CH:11]=[CH:10][N:9]=2)=[CH:4][CH:3]=1>CO.[Pd]>[F:1][C:2]1[CH:18]=[CH:17][C:5]([CH2:6][NH:7][C:8]2[C:13]([NH2:14])=[CH:12][CH:11]=[CH:10][N:9]=2)=[CH:4][CH:3]=1. Procedure details: A mixture of 2-(4-fluorobenzylamino)-3-nitropyridine (1.0 g, 4.05 mmol) and 10% Pd/C (0.3 g) in methanol (50 mL) was stirred under an atmosphere of hydrogen (1 atm) at room temperature for 5 hours. The product mixture was filtered through a pad of Celite, and concentrated under vacuum. The residual methanol was removed by co-evaporation with benzene. The resultant N2-(4-Fluorobenzyl)pyridine-2,3-diamine was used in the following step without further purification. The reactants are COC(C1=CC(=CC=C1)C(CBr)(OC)OC)=O (3-(2-Bromo-1,1-dimethoxy-ethyl)-benzoic acid methyl ester), C(C)(=O)OC(C)(C)C.[Li] (lithium tert.-butyl acetate). The product is C(C)(C)(C)OC(CC(C1=CC(=CC=C1)C(CBr)(OC)OC)=O)=O (3-oxo-3-[3-(2-bromo-1,1-dimethoxy-ethyl)-phenyl]-propionic acid tert-butyl ester). RXN SMILES: CO[C:3](=[O:17])[C:4]1[CH:9]=[CH:8][CH:7]=[C:6]([C:10]([O:15][CH3:16])([O:13][CH3:14])[CH2:11][Br:12])[CH:5]=1.[C:18]([O:21][C:22]([CH3:25])([CH3:24])[CH3:23])(=[O:20])[CH3:19].[Li]>>[C:22]([O:21][C:18](=[O:20])[CH2:19][C:3](=[O:17])[C:4]1[CH:9]=[CH:8][CH:7]=[C:6]([C:10]([O:13][CH3:14])([O:15][CH3:16])[CH2:11][Br:12])[CH:5]=1)([CH3:25])([CH3:24])[CH3:23] |f:1.2,^1:25|. Reported procedure: 3-(2-Bromo-1,1-dimethoxy-ethyl)-benzoic acid methyl ester (3.9 g) was treated with lithium tert.-butyl acetate according to the general procedure K (method b) to give 3-oxo-3-[3-(2-bromo-1,1-dimethoxy-ethyl)-phenyl]-propionic acid tert-butyl ester (2.8 g) as a yellow oil. Product: O=C(O)c1ccc(O)c(I)c1. Reactants: CO, [O-]Cl, Cl, [I-], [Na+], [Na+], [Na+], [Na+], [Na+], O=S([O-])([O-])=S, [OH-], O, O=C(O)c1ccc(O)cc1. RXN SMILES: [CH3:26][OH:27].[Cl:15][O-:16].[ClH:25].[I-:11].[Na+:12].[Na+:14].[Na+:17].[Na+:18].[Na+:19].[O-:20][S:21]([O-:22])(=[S:23])=[O:24].[OH-:13].[OH2:28].[OH:1][C:2](=[O:3])[c:4]1[cH:5][cH:6][c:7]([OH:8])[cH:9][cH:10]1>>[OH:1][C:2](=[O:3])[c:4]1[cH:5][c:6]([I:11])[c:7]([OH:8])[cH:9][cH:10]1. Reactants: COCOC=1C(=CC(=NC1)C)B(O)O (5-(methoxymethoxy)-2-methylpyridin-4-ylboronic acid), hydroxide peroxide, S(=O)(=O)([O-])OOS(=O)(=O)[O-].[Na+].[Na+] (sodium persulfate), resultant mixture. Solvent: O1CCCC1 (tetrahydrofuran). Product: COCOC=1C(C=C(NC1)C)=O (5-(methoxymethoxy)-2-methylpyridin-4(1H)-one). Yield: 100.0%. As a reaction SMILES: [CH3:1][O:2][CH2:3][O:4][C:5]1[C:6](B(O)O)=[CH:7][C:8]([CH3:11])=[N:9][CH:10]=1.S(OOS([O-])(=O)=O)([O-])(=O)=[O:16].[Na+].[Na+]>O1CCCC1>[CH3:1][O:2][CH2:3][O:4][C:5]1[C:6](=[O:16])[CH:7]=[C:8]([CH3:11])[NH:9][CH:10]=1 |f:1.2.3|. Procedure details: To a solution of 5-(methoxymethoxy)-2-methylpyridin-4-ylboronic acid (500 mg, 2.54 mmol) in tetrahydrofuran (12.7 mL), an aqueous solution of hydroxide peroxide (purity 30%) (2.9 mL, 25.4 mmol) was added at room temperature, and the resultant mixture was stirred at room temperature for 4 hours. The reaction solution was added with a saturated aqueous solution of sodium persulfate and concentrated in vacuo. The obtained residue was washed and filtered with chloroform/methanol, and 5-(methoxymetho... The reactants are C(=O)(C(F)(F)F)O (TFA), CNC1=NC=C(C=N1)C=1N=C(C2=C(N1)SC(=C2)CN2CCNCC2)N2CCOCC2 (N-methyl-5-(4-morpholino-6-((piperazin-1-yl)methyl)thieno[2,3-d]pyrimidin-2-yl)pyrimidin-2-amine), C([C@@H](O)C)(=O)O (L-lactic acid). Yields the product O[C@H](C(=O)N1CCN(CC1)CC1=CC2=C(N=C(N=C2N2CCOCC2)C=2C=NC(=NC2)NC)S1)C ((S)-2-hydroxy-1-(4-((2-(2-(methylamino)pyrimidin-5-yl)-4-morpholinothieno[2,3-d]pyrimidin-6-yl)methyl)piperazin-1-yl)propan-1-one). Reaction SMILES: C(O)(C(F)(F)F)=O.[CH3:8][NH:9][C:10]1[N:15]=[CH:14][C:13]([C:16]2[N:17]=[C:18]([N:32]3[CH2:37][CH2:36][O:35][CH2:34][CH2:33]3)[C:19]3[CH:24]=[C:23]([CH2:25][N:26]4[CH2:31][CH2:30][NH:29][CH2:28][CH2:27]4)[S:22][C:20]=3[N:21]=2)=[CH:12][N:11]=1.[C:38](O)(=[O:42])[C@H:39]([CH3:41])[OH:40]>>[OH:40][C@@H:39]([CH3:41])[C:38]([N:29]1[CH2:30][CH2:31][N:26]([CH2:25][C:23]2[S:22][C:20]3[N:21]=[C:16]([C:13]4[CH:14]=[N:15][C:10]([NH:9][CH3:8])=[N:11][CH:12]=4)[N:17]=[C:18]([N:32]4[CH2:33][CH2:34][O:35][CH2:36][CH2:37]4)[C:19]=3[CH:24]=2)[CH2:27][CH2:28]1)=[O:42]. Procedure details: The crude TFA salt of N-methyl-5-(4-morpholino-6-((piperazin-1-yl)methyl)thieno[2,3-d]pyrimidin-2-yl)pyrimidin-2-amine was reacted with L-lactic acid via General Procedure B to give 28.3 mg of 388 after reverse phase HPLC purification. MS (Q1) 499.3 (M)+